This data is from the Open Reaction Database (ORD), a public repository of structured organic reaction records. The task is: describe an organic reaction: reactants, conditions, products, and yield Starting materials: CN (Methylamine), COC(C1=C(N=C(C(=C1)[N+](=O)[O-])Cl)OCC(F)F)=O (6-chloro-2-(2,2-difluoro-ethoxy)-5-nitro-nicotinic acid methyl ester). Solvent: C1CCOC1 (THF). Yields the product COC(C1=C(N=C(C(=C1)[N+](=O)[O-])NC)OCC(F)F)=O (2-(2,2-Difluoro-ethoxy)-6-methylamino-5-nitro-nicotinic acid methyl ester). Reaction SMILES: [CH3:1][NH2:2].[CH3:3][O:4][C:5](=[O:21])[C:6]1[CH:11]=[C:10]([N+:12]([O-:14])=[O:13])[C:9](Cl)=[N:8][C:7]=1[O:16][CH2:17][CH:18]([F:20])[F:19]>C1COCC1>[CH3:3][O:4][C:5](=[O:21])[C:6]1[CH:11]=[C:10]([N+:12]([O-:14])=[O:13])[C:9]([NH:2][CH3:1])=[N:8][C:7]=1[O:16][CH2:17][CH:18]([F:20])[F:19]. Reported procedure: Methylamine (2 M in THF; 32.0 mL, 64.0 mmol) is added at 10° C. to 6-chloro-2-(2,2-difluoro-ethoxy)-5-nitro-nicotinic acid methyl ester (9.1 g, 30.7 mmol) in THF (50 mL). After 1 h at rt the reaction mixture is concentrated, treated with water and filtered. The filtercake is washed with water and dried to give the sub-title compound. Reactants: ice, N([C@@H](CNC(=O)OCC1=CC=CC=C1)C(=O)O)C(=O)OC(C)(C)C (Boc-Dap(Cbz)-OH), C1CCC(CC1)N=C=NC2CCCCC2 (DCC), CC(C)(C)O (t-BuOH). The reagents and catalysts are CN(C)C=1C=CN=CC1 (DMAP). Run in C(Cl)Cl (CH2Cl2). Conditions: temperature 20 celsius, time 10 hour. Product: N([C@@H](CNC(=O)OCC1=CC=CC=C1)C(=O)OC(C)(C)C)C(=O)OC(C)(C)C (Boc-Dap(Cbz)-OtBu). Isolated yield 83.9%. As a reaction SMILES: C1CCC(N=C=NC2CCCCC2)CC1.[CH3:16][C:17]([OH:20])([CH3:19])[CH3:18].[NH:21]([C:38]([O:40][C:41]([CH3:44])([CH3:43])[CH3:42])=[O:39])[C@H:22]([C:35](O)=[O:36])[CH2:23][NH:24][C:25]([O:27][CH2:28][C:29]1[CH:34]=[CH:33][CH:32]=[CH:31][CH:30]=1)=[O:26]>CN(C1C=CN=CC=1)C.C(Cl)Cl>[NH:21]([C:38]([O:40][C:41]([CH3:44])([CH3:43])[CH3:42])=[O:39])[C@H:22]([C:35]([O:20][C:17]([CH3:19])([CH3:18])[CH3:16])=[O:36])[CH2:23][NH:24][C:25]([O:27][CH2:28][C:29]1[CH:30]=[CH:31][CH:32]=[CH:33][CH:34]=1)=[O:26]. Procedure: To an ice-cold CH2Cl2 (60 mL) solution of DCC (9.78 g, 47.34 mmol), t-BuOH (17.54 g, 0.24 mol) and DMAP (0.29 g, 2.37 mmol); a CH2Cl2 (40 mL) solution of 2 (16.00 g, 47.34 mmol) was added slowly over 20 min. Then reaction mixture was allowed to stir 1 h at 0° C. and 10 h at 20° C. Precipitated urea was then filtered off and the filtrate evaporated in vacuo. The residue was taken up in CH2Cl2, and if necessary, filtered free of any further precipitated urea. The CH2Cl2 solution was washed twice w... The reactants are CCCOc1ccc(-c2nc(-c3ccc(OC(C)C)c(I)c3)no2)cc1Cl, ClCCl. The product is CCCOc1ccc(-c2nc(-c3ccc(O)c(I)c3)no2)cc1Cl. RXN SMILES: [Cl:1][c:2]1[cH:3][c:4](-[c:12]2[n:13][c:14](-[c:17]3[cH:18][c:19]([I:27])[c:20]([O:23][CH:24]([CH3:25])[CH3:26])[cH:21][cH:22]3)[n:15][o:16]2)[cH:5][cH:6][c:7]1[O:8][CH2:9][CH2:10][CH3:11].[Cl:28][CH2:29][Cl:30]>>[Cl:1][c:2]1[cH:3][c:4](-[c:12]2[n:13][c:14](-[c:17]3[cH:18][c:19]([I:27])[c:20]([OH:23])[cH:21][cH:22]3)[n:15][o:16]2)[cH:5][cH:6][c:7]1[O:8][CH2:9][CH2:10][CH3:11]. The reactants are COCC(OC=1C=C(C=C2C=C(NC12)C=1SC(CN1)CC(=O)OCC)OC1=CC=C(C=C1)S(=O)(=O)C)C (ethyl (2-{7-(2-methoxy-1-methylethoxy)-5-[4-(methylsulfonyl)phenoxy]-1H-indol-2-yl}-4,5-dihydro-1,3-thiazol-5-yl)acetate), [BH4-].[Li+] (lithium borohydride), O (Water), [BH4-].[Li+] (lithium borohydride). Run in O1CCCC1 (tetrahydrofuran). Conditions: temperature 0 celsius, time 1.5 hour. Product: COCC(OC=1C=C(C=C2C=C(NC12)C=1SC(CN1)CCO)OC1=CC=C(C=C1)S(=O)(=O)C)C (2-(2-{7-(2-Methoxy-1-methylethoxy)-5-[4-(methylsulfonyl)phenoxy]-1H-indol-2-yl}-4,5-dihydro-1,3-thiazol-5-yl)ethanol). Reaction SMILES: [CH3:1][O:2][CH2:3][CH:4]([CH3:37])[O:5][C:6]1[CH:7]=[C:8]([O:26][C:27]2[CH:32]=[CH:31][C:30]([S:33]([CH3:36])(=[O:35])=[O:34])=[CH:29][CH:28]=2)[CH:9]=[C:10]2[C:14]=1[NH:13][C:12]([C:15]1[S:16][CH:17]([CH2:20][C:21](OCC)=[O:22])[CH2:18][N:19]=1)=[CH:11]2.[BH4-].[Li+].O>O1CCCC1>[CH3:1][O:2][CH2:3][CH:4]([CH3:37])[O:5][C:6]1[CH:7]=[C:8]([O:26][C:27]2[CH:32]=[CH:31][C:30]([S:33]([CH3:36])(=[O:35])=[O:34])=[CH:29][CH:28]=2)[CH:9]=[C:10]2[C:14]=1[NH:13][C:12]([C:15]1[S:16][CH:17]([CH2:20][CH2:21][OH:22])[CH2:18][N:19]=1)=[CH:11]2 |f:1.2|. Reported procedure: To a solution of ethyl (2-{7-(2-methoxy-1-methylethoxy)-5-[4-(methylsulfonyl)phenoxy]-1H-indol-2-yl}-4,5-dihydro-1,3-thiazol-5-yl)acetate (277 mg) in tetrahydrofuran (5 mL) was added lithium borohydride (55 mg) at 0° C. After stirring at 0° C. for 1.5 h, lithium borohydride (22 mg) was added to the mixture. The whole was stirred at 0° C. for 2 h, at room temperature for 2.5 h, and then at 50° C. overnight. Water was added to the mixture and the mixture was extracted with ethyl acetate. The organ...